From a dataset of the Open Reaction Database (ORD), a public repository of structured organic reaction records. describe an organic reaction: reactants, conditions, products, and yield Reactants: BrC=1C=C2C(=CC=NC2=CC1)SCC (6-bromo-4-ethylsulfanyl-quinoline), solution, C(CCC)[Li] (n-butyllithium), hexanes, CN(C=O)C (dimethylformamide). Run in [Cl-].[NH4+] (ammonium chloride), hexanes, C1CCOC1 (THF), C1CCOC1 (THF), C(C)(=O)OCC (ethyl acetate). Conditions: time 1 hour. Product: C(C)SC1=CC=NC2=CC=C(C=C12)C=O (4-ethylsulfanyl-quinoline-6-carbaldehyde). The yield is 51.4%. RXN SMILES: Br[C:2]1[CH:3]=[C:4]2[C:9](=[CH:10][CH:11]=1)[N:8]=[CH:7][CH:6]=[C:5]2[S:12][CH2:13][CH3:14].C([Li])CCC.CN(C)[CH:22]=[O:23]>C1COCC1.[Cl-].[NH4+].C(OCC)(=O)C>[CH2:13]([S:12][C:5]1[C:4]2[C:9](=[CH:10][CH:11]=[C:2]([CH:22]=[O:23])[CH:3]=2)[N:8]=[CH:7][CH:6]=1)[CH3:14] |f:4.5|. Reported procedure: To a solution of 6-bromo-4-ethylsulfanyl-quinoline (1.48 g, 5.5 mmol) in THF (60 mL) was added dropwise a 2.5M solution of n-butyllithium in hexanes (2.42 mL, 6.07 mmol, 1.1 equiv.) at −70° C. During the addition, the color of the solution was turned into a dark brown and this solution was stirred for 1 h at this temperature. Then, a solution of dimethylformamide (0.848 mL, 11 mmol) in THF (5 mL) was added dropwise. After addition, the mixture was allowed to warm to room temperature and stirred ... Reactants: CC(=O)O, CCOC(=O)c1cn(C2CC2)c2c(F)c(F)c(F)c(CC)c2c1=O, Cl, O. Product: CCc1c(F)c(F)c(F)c2c1c(=O)c(C(=O)O)cn2C1CC1. Reaction SMILES: [CH3:27][C:28](=[O:29])[OH:30].[CH:1]1([n:4]2[cH:5][c:6]([C:20](=[O:21])[O:22][CH2:23][CH3:24])[c:7](=[O:19])[c:8]3[c:9]([CH2:17][CH3:18])[c:10]([F:16])[c:11]([F:15])[c:12]([F:14])[c:13]23)[CH2:2][CH2:3]1.[ClH:25].[OH2:26]>>[CH:1]1([n:4]2[cH:5][c:6]([C:20](=[O:21])[OH:22])[c:7](=[O:19])[c:8]3[c:9]([CH2:17][CH3:18])[c:10]([F:16])[c:11]([F:15])[c:12]([F:14])[c:13]23)[CH2:2][CH2:3]1.